Dataset: the Open Reaction Database (ORD), a public repository of structured organic reaction records. Task: describe an organic reaction: reactants, conditions, products, and yield The reactants are CC(=O)N1CCCC(C(=O)O)C1, CN(C(=O)c1ccc(Cl)cc1)C1CCNCC1c1ccc(Cl)c(Cl)c1, Cl. Product: CC(=O)N1CCCC(C(=O)N2CCC(N(C)C(=O)c3ccc(Cl)cc3)C(c3ccc(Cl)c(Cl)c3)C2)C1. Reaction SMILES: [C:27]([CH3:28])(=[O:29])[N:30]1[CH2:31][CH:32]([C:36](=[O:37])[OH:38])[CH2:33][CH2:34][CH2:35]1.[Cl:2][c:3]1[cH:4][cH:5][c:6]([C:7](=[O:8])[N:9]([CH3:10])[CH:11]2[CH:12]([c:17]3[cH:18][c:19]([Cl:24])[c:20]([Cl:23])[cH:21][cH:22]3)[CH2:13][NH:14][CH2:15][CH2:16]2)[cH:25][cH:26]1.[ClH:1]>>[Cl:2][c:3]1[cH:4][cH:5][c:6]([C:7](=[O:8])[N:9]([CH3:10])[CH:11]2[CH:12]([c:17]3[cH:18][c:19]([Cl:24])[c:20]([Cl:23])[cH:21][cH:22]3)[CH2:13][N:14]([C:36]([CH:32]3[CH2:31][N:30]([C:27]([CH3:28])=[O:29])[CH2:35][CH2:34][CH2:33]3)=[O:37])[CH2:15][CH2:16]2)[cH:25][cH:26]1. Starting materials: ClC1=C2C(=NC=C1C(=O)N)SC=C2 (4-chlorothieno[2,3-b]pyridine-5-carboxamide), N1=C(Cl)N=C(Cl)N=C1Cl (cyanuric chloride). Solvent: CN(C=O)C (N,N-dimethylformamide). Reaction conditions: time 30 minute. Product: ClC1=C2C(=NC=C1C#N)SC=C2 (4-chlorothieno[2,3-b]pyridine-5-carbonitrile). Yield: 63.5%. As a reaction SMILES: [Cl:1][C:2]1[C:7]([C:8]([NH2:10])=O)=[CH:6][N:5]=[C:4]2[S:11][CH:12]=[CH:13][C:3]=12.N1C(Cl)=NC(Cl)=NC=1Cl>CN(C)C=O>[Cl:1][C:2]1[C:7]([C:8]#[N:10])=[CH:6][N:5]=[C:4]2[S:11][CH:12]=[CH:13][C:3]=12. Reported procedure: A mixture of 4-chlorothieno[2,3-b]pyridine-5-carboxamide (145 mg, 0.68 mmol) and cyanuric chloride (200 mg, 1.08 mmol) in 5 mL of N,N-dimethylformamide is stirred at room temperature for 30 minutes. Ice is added to the reaction mixture and the resultant solids are collected by filtration washing with water to provide 84 mg of 4-chlorothieno[2,3-b]pyridine-5-carbonitrile as a white solid, mp 100–103° C.; 1H NMR (DMSO-d6) δ 7.66 (d, J=6 Hz, 1H), 8.26 (d, J=6 Hz, 1H), 9.03 (s, 1H); MS 195.0 (M+H)+. Reactants: CCCCC1CCNCC1, CC#N, O=C1CCc2ccccc2N1CCCCl, [K+], [K+], O=C([O-])[O-]. Yields the product CCCCC1CCN(CCCN2C(=O)CCc3ccccc32)CC1. Reaction SMILES: [CH2:7]([CH2:8][CH2:9][CH3:10])[CH:11]1[CH2:12][CH2:13][NH:14][CH2:15][CH2:16]1.[CH3:32][C:33]#[N:34].[Cl:17][CH2:18][CH2:19][CH2:20][N:21]1[C:22](=[O:31])[CH2:23][CH2:24][c:25]2[cH:26][cH:27][cH:28][cH:29][c:30]21.[K+:1].[K+:2].[O-:3][C:4]([O-:5])=[O:6]>>[CH2:7]([CH2:8][CH2:9][CH3:10])[CH:11]1[CH2:12][CH2:13][N:14]([CH2:18][CH2:19][CH2:20][N:21]2[C:22](=[O:31])[CH2:23][CH2:24][c:25]3[cH:26][cH:27][cH:28][cH:29][c:30]32)[CH2:15][CH2:16]1. Starting materials: Clc1cccc(Br)c1, CCOCC, [Cl-], [Li]CCCC, [NH4+], O=C1c2ccccc2-c2ccccc21. The product is OC1(c2cccc(Cl)c2)c2ccccc2-c2ccccc21. As a reaction SMILES: [Br:6][c:7]1[cH:8][c:9]([Cl:13])[cH:10][cH:11][cH:12]1.[CH3:30][CH2:31][O:32][CH2:33][CH3:34].[Cl-:28].[Li:1][CH2:2][CH2:3][CH2:4][CH3:5].[NH4+:29].[cH:14]1[cH:15][cH:16][cH:17][c:18]2[c:26]1[C:25](=[O:27])[c:24]1[c:19]-2[cH:20][cH:21][cH:22][cH:23]1>>[c:7]1([C:25]2([OH:27])[c:24]3[c:19]([cH:20][cH:21][cH:22][cH:23]3)-[c:18]3[cH:17][cH:16][cH:15][cH:14][c:26]32)[cH:8][c:9]([Cl:13])[cH:10][cH:11][cH:12]1. Reactants: NC1=C(C2=C(S1)CCC2)C(=O)C2=CC=CC=C2 ((2-amino-5,6-dihydro-4H-cyclopenta[b]thiophen-3-yl)-phenyl-methanone), FC(C(CC(C)=O)=O)(F)F (1,1,1-trifluoro-pentane-2,4-dione). The reagents and catalysts are S(O)(O)(=O)=O (sulfuric acid). Solvent: C(C)(=O)O (acetic acid). Reaction conditions: temperature 100 celsius, time 10 minute. The product is FC(C(=O)C=1C(=C2C(=NC1C)SC1=C2CCC1)C1=CC=CC=C1)(F)F (2,2,2-trifluoro-1-(2-methyl-4-phenyl-6,7-dihydro-5H-cyclopenta[4,5]thieno [2,3-b]pyridin-3-yl)-ethanone). The yield is 27.7%. As a reaction SMILES: [NH2:1][C:2]1[S:6][C:5]2[CH2:7][CH2:8][CH2:9][C:4]=2[C:3]=1[C:10]([C:12]1[CH:17]=[CH:16][CH:15]=[CH:14][CH:13]=1)=O.[F:18][C:19]([F:27])([F:26])[C:20](=[O:25])[CH2:21][C:22](=O)[CH3:23]>C(O)(=O)C.S(=O)(=O)(O)O>[F:18][C:19]([F:27])([F:26])[C:20]([C:21]1[C:10]([C:12]2[CH:17]=[CH:16][CH:15]=[CH:14][CH:13]=2)=[C:3]2[C:4]3[CH2:9][CH2:8][CH2:7][C:5]=3[S:6][C:2]2=[N:1][C:22]=1[CH3:23])=[O:25]. Reported procedure: To a stirred solution of 50 mg (0.20 mmol) (2-amino-5,6-dihydro-4H-cyclopenta[b]thiophen-3-yl)-phenyl-methanone (the preparation of which is described in example 2) in 2 ml acetic acid was added 0.026 ml (0.20 mmol) of 1,1,1-trifluoro-pentane-2,4-dione and one drop of sulfuric acid. The mixture was then stirred at 100° C. for 10 minutes in a microwave and then concentrated in vacuo. Flash chromatography (heptane/ethyl acetate 20:1) afforded 20 mg (27%) 2,2,2-trifluoro-1-(2-methyl-4-phenyl-6,7-di... Starting materials: [Cl-].[NH4+] (ammonium chloride), C(#N)C1CCC(CC1)=O (4-cyanocyclohexanone), C(CCCC)C1=CC=C(C=C1)CCBr (1-(4-n-pentylphenyl)-2-bromoethane), [Mg] (magnesium). The solvent is C(C)OCC (diethyl ether), C(C)OCC (diethyl ether). Run at time 1.5 hour. Product: C(CCCC)C1=CC=C(C=C1)CC[C@@H]1CC[C@H](CC1)C#N (1-(4-n-pentylphenyl)-2-(trans-4-cyanocyclohexyl)-ethane). RXN SMILES: [C:1]([CH:3]1[CH2:8][CH2:7][C:6](=O)[CH2:5][CH2:4]1)#[N:2].[CH2:10]([C:15]1[CH:20]=[CH:19][C:18]([CH2:21][CH2:22]Br)=[CH:17][CH:16]=1)[CH2:11][CH2:12][CH2:13][CH3:14].[Mg].[Cl-].[NH4+]>C(OCC)C>[CH2:10]([C:15]1[CH:20]=[CH:19][C:18]([CH2:21][CH2:22][C@H:6]2[CH2:7][CH2:8][C@H:3]([C:1]#[N:2])[CH2:4][CH2:5]2)=[CH:17][CH:16]=1)[CH2:11][CH2:12][CH2:13][CH3:14] |f:3.4|. Procedure details: A solution of 6 g of 4-cyanocyclohexanone in 50 ml of diethyl ether is added dropwise, while stirring, at room temperature and during the course of 1.5 hours, to a Grignard solution prepared from 13 g of 1-(4-n-pentylphenyl)-2-bromoethane and 1.3 g of magnesium turnings in 200 ml of diethyl ether. The reaction mixture is then heated under reflux to the boil for 2 hours, and, after it has cooled, 150 ml of 10% aqueous ammonium chloride solution is added to it, while stirring. The ether phase is s... The reactants are C(#N)C1CN(C1)C([C@@H](C)NC(=O)C1=CN(C2=NC=C(N=C21)Br)COCC[Si](C)(C)C)=O (2-bromo-5-(2-trimethylsilanyl-ethoxymethyl)-5H-pyrrolo[2,3-b]pyrazine-7-carboxylic acid [(R)-2-(3-cyano-azetidin-1-yl)-1-methyl-2-oxo-ethyl]-amide), C(=O)(O)C=1C=C(C=CC1)B(O)O (3-carboxyphenylboronic acid), C(=O)([O-])[O-].[Na+].[Na+] (Na2CO3), Cl (HCl). The reagents and catalysts are C=1C=CC(=CC1)[P](C=2C=CC=CC2)(C=3C=CC=CC3)[Pd]([P](C=4C=CC=CC4)(C=5C=CC=CC5)C=6C=CC=CC6)([P](C=7C=CC=CC7)(C=8C=CC=CC8)C=9C=CC=CC9)[P](C=1C=CC=CC1)(C=1C=CC=CC1)C=1C=CC=CC1 (Pd(Ph3P)4). Run in 1,2-DME, O (water). Reaction conditions: temperature 90 celsius. The product is C(#N)C1CN(C1)C([C@@H](C)NC(=O)C1=CN(C2=NC=C(N=C21)C=2C=C(C(=O)O)C=CC2)COCC[Si](C)(C)C)=O (3-[7-[(R)-2-(3-cyano-azetidin-1-yl)-1-methyl-2-oxo-ethylcarbamoyl]-5-(2-trimethylsilanyl-ethoxymethyl)-5H-pyrrolo[2,3-b]pyrazin-2-yl]-benzoic acid). The yield is 67.8%. RXN SMILES: [C:1]([CH:3]1[CH2:6][N:5]([C:7](=[O:31])[C@H:8]([NH:10][C:11]([C:13]2[C:21]3[C:16](=[N:17][CH:18]=[C:19](Br)[N:20]=3)[N:15]([CH2:23][O:24][CH2:25][CH2:26][Si:27]([CH3:30])([CH3:29])[CH3:28])[CH:14]=2)=[O:12])[CH3:9])[CH2:4]1)#[N:2].[C:32]([C:35]1[CH:36]=[C:37](B(O)O)[CH:38]=[CH:39][CH:40]=1)([OH:34])=[O:33].C([O-])([O-])=O.[Na+].[Na+].Cl>O.C1C=CC([P]([Pd]([P](C2C=CC=CC=2)(C2C=CC=CC=2)C2C=CC=CC=2)([P](C2C=CC=CC=2)(C2C=CC=CC=2)C2C=CC=CC=2)[P](C2C=CC=CC=2)(C2C=CC=CC=2)C2C=CC=CC=2)(C2C=CC=CC=2)C2C=CC=CC=2)=CC=1>[C:1]([CH:3]1[CH2:6][N:5]([C:7](=[O:31])[C@H:8]([NH:10][C:11]([C:13]2[C:21]3[C:16](=[N:17][CH:18]=[C:19]([C:39]4[CH:40]=[C:35]([CH:36]=[CH:37][CH:38]=4)[C:32]([OH:34])=[O:33])[N:20]=3)[N:15]([CH2:23][O:24][CH2:25][CH2:26][Si:27]([CH3:30])([CH3:29])[CH3:28])[CH:14]=2)=[O:12])[CH3:9])[CH2:4]1)#[N:2] |f:2.3.4,^1:55,57,76,95|. Procedure details: To a solution of 2-bromo-5-(2-trimethylsilanyl-ethoxymethyl)-5H-pyrrolo[2,3-b]pyrazine-7-carboxylic acid [(R)-2-(3-cyano-azetidin-1-yl)-1-methyl-2-oxo-ethyl]-amide (200 mg, 0.39 mmol) (approx 3:1 mix of 5-Br & 5-Cl) and 3-carboxyphenylboronic acid (85.0 mg, 0.51 mmol) in 1,2-DME (4 mL) were added Pd(Ph3P)4 (22.8 mg, 0.02 mmol) and 2.0 M aqueous Na2CO3 (0.8 mL, 1.6 mmol). The reaction mixture was heated at 90° C. overnight then cooled to room temp and diluted with water. The pH was adjusted to 6 ... Product: Cl, NNc1ccccc1OCC(F)(F)F. RXN SMILES: [CH3:26][CH2:27][O:28][C:29](=[O:30])[CH3:31].[Cl-:21].[ClH:25].[ClH:5].[F:6][C:7]([CH2:8][O:9][c:10]1[c:11]([NH2:12])[cH:13][cH:14][cH:15][cH:16]1)([F:17])[F:18].[N:1]([O-:2])=[O:3].[Na+:23].[Na+:4].[OH-:22].[OH2:19].[OH2:20].[OH2:24]>>[ClH:5].[NH2:1][NH:12][c:11]1[c:10]([O:9][CH2:8][C:7]([F:6])([F:17])[F:18])[cH:16][cH:15][cH:14][cH:13]1. The reactants are CCOC(C)=O, [Cl-], Cl, Cl, Nc1ccccc1OCC(F)(F)F, O=N[O-], [Na+], [Na+], [OH-], O, O, O.